From a dataset of the Open Reaction Database (ORD), a public repository of structured organic reaction records. describe an organic reaction: reactants, conditions, products, and yield The reactants are COC(=O)c1cccc(-c2nc(-c3ccc(N(C)C)nc3)no2)c1, [Li+], C1COCCO1, [OH-]. The product is CN(C)c1ccc(-c2noc(-c3cccc(C(=O)O)c3)n2)cn1. RXN SMILES: [CH3:1][O:2][C:3]([c:4]1[cH:5][c:6](-[c:10]2[n:11][c:12](-[c:15]3[cH:16][n:17][c:18]([N:21]([CH3:22])[CH3:23])[cH:19][cH:20]3)[n:13][o:14]2)[cH:7][cH:8][cH:9]1)=[O:24].[Li+:26].[O:27]1[CH2:28][CH2:29][O:30][CH2:31][CH2:32]1.[OH-:25]>>[O:2]=[C:3]([c:4]1[cH:5][c:6](-[c:10]2[n:11][c:12](-[c:15]3[cH:16][n:17][c:18]([N:21]([CH3:22])[CH3:23])[cH:19][cH:20]3)[n:13][o:14]2)[cH:7][cH:8][cH:9]1)[OH:24]. The reactants are Cl.N12CC(C(CC1)CC2)=O (quinuclidine-3-one-hydrochloride), [C-]#N.[Na+] (sodium cyanide). Solvent: O (water), O (water). Product: C(#N)C1(CN2CCC1CC2)O (3-cyano-3-hydroxy-quinuclidine). Isolated yield 96.6%. As a reaction SMILES: Cl.[N:2]12[CH2:9][CH2:8][CH:5]([CH2:6][CH2:7]1)[C:4](=[O:10])[CH2:3]2.[C-:11]#[N:12].[Na+]>O>[C:11]([C:4]1([OH:10])[CH:5]2[CH2:8][CH2:9][N:2]([CH2:7][CH2:6]2)[CH2:3]1)#[N:12] |f:0.1,2.3|. Procedure: 1,420 g (8.78 mole) of quinuclidine-3-one-hydrochloride were dissolved in 1800 ml of cold water and at 15° C., 432 g (8.81 mole) of sodium cyanide and 1600 of ml water were added dropwise over one hour followed by stirring for another hour at this temperature. The mixture was filtered, washed with cold water, and dried at 60° C. to obtain 1,290 g (8.48 mole) of 3-cyano-3-hydroxy-quinuclidine (97% yield), in the form of white crystals having a melting point of 157° to 159° C. Reaction SMILES: C[O:2][C:3]1[CH:4]=[C:5]([CH:14]=[CH:15][C:16]2[CH:21]=[CH:20][CH:19]=[CH:18][C:17]=2[F:22])[CH:6]=[C:7]([O:12]C)[C:8]=1[CH:9]([CH3:11])[CH3:10].Cl.N1C=CC=CC=1.CCOCC>C(OCC)(=O)C>[F:22][C:17]1[CH:18]=[CH:19][CH:20]=[CH:21][C:16]=1[CH:15]=[CH:14][C:5]1[CH:6]=[C:7]([OH:12])[C:8]([CH:9]([CH3:10])[CH3:11])=[C:3]([OH:2])[CH:4]=1 |f:1.2|. Reaction conditions: temperature 200 celsius. Reactants: COC=1C=C(C=C(C1C(C)C)OC)C=CC1=C(C=CC=C1)F (2-(3,5-dimethoxy-4-i-propylphenyl)-1-(2-fluorophenyl)ethene), Cl.N1=CC=CC=C1 (pyridine hydrochloride), CCOCC (ether). Reported procedure: A mixture of 2-(3,5-dimethoxy-4-i-propylphenyl)-1-(2-fluorophenyl)ethene (27B) (0.308 g, 1.03 mmol) and pyridine hydrochloride (0.72 g, 6.2 mmol) was heated at 200° C. for 4 h under a stream of argon. The reaction mixture was cooled to room temperature. 2NHCl (10 mL) and ether (15 mL) was added. The organic layer was separated and the aqueous layer was extracted with ether (3×10 mL). The extract was dried over anhydrous Na2SO4. Evaporation of ether followed by flash chromatography using 15% ethy... Solvent: C(C)(=O)OCC (ethyl acetate). The product is FC1=C(C=CC=C1)C=CC=1C=C(C(=C(C1)O)C(C)C)O (5-[2-(2-Fluorophenyl)ethenyl]-2-i-propyl-1,3-benzenediol). The yield is 95.9%. Reactants: CC(=O)NC(CC(=O)O)c1ccccc1, CO, Cl. The product is Cl, NC(CC(=O)O)c1ccccc1. Reaction SMILES: [C:1](=[O:2])([CH3:3])[NH:4][CH:5]([CH2:6][C:7](=[O:8])[OH:9])[c:10]1[cH:11][cH:12][cH:13][cH:14][cH:15]1.[CH3:17][OH:18].[ClH:16]>>[ClH:16].[NH2:4][CH:5]([CH2:6][C:7](=[O:8])[OH:9])[c:10]1[cH:11][cH:12][cH:13][cH:14][cH:15]1. The reactants are CCCC[N+](CCCC)(CCCC)CCCC, CCc1ccc(Cc2cc3c(cc2Cl)COC32OC(COS(=O)(=O)c3ccc(C)cc3)C(O)C(O)C2O)cc1, [I-], [N-]=[N+]=[N-], [Na+], CN(C)C=O, O. The product is CCc1ccc(Cc2cc3c(cc2Cl)COC32OC(CN=[N+]=[N-])C(O)C(O)C2O)cc1. Reaction SMILES: [CH2:51]([N+:52]([CH2:53][CH2:54][CH2:55][CH3:56])([CH2:57][CH2:58][CH2:59][CH3:60])[CH2:61][CH2:62][CH2:63][CH3:64])[CH2:65][CH2:66][CH3:67].[CH3:1][c:2]1[cH:3][cH:4][c:5]([S:6]([O:7][CH2:12][CH:13]2[CH:14]([OH:39])[CH:15]([OH:38])[CH:16]([OH:37])[C:17]3([O:18][CH2:19][c:20]4[cH:21][c:22]([Cl:35])[c:23]([CH2:26][c:27]5[cH:28][cH:29][c:30]([CH2:33][CH3:34])[cH:31][cH:32]5)[cH:24][c:25]43)[O:36]2)(=[O:8])=[O:9])[cH:10][cH:11]1.[I-:50].[N-:41]=[N+:42]=[N-:43].[Na+:40].[O:45]=[CH:46][N:47]([CH3:48])[CH3:49].[OH2:44]>>[CH2:12]([CH:13]1[CH:14]([OH:39])[CH:15]([OH:38])[CH:16]([OH:37])[C:17]2([O:18][CH2:19][c:20]3[cH:21][c:22]([Cl:35])[c:23]([CH2:26][c:27]4[cH:28][cH:29][c:30]([CH2:33][CH3:34])[cH:31][cH:32]4)[cH:24][c:25]32)[O:36]1)[N:41]=[N+:42]=[N-:43]. The reactants are C(C)(C)(C)OC(=O)N1CCC(CC1)CN (4-(aminomethyl)piperidine-1-carboxylic acid tert-butyl ester), C(C)(C)N(CC)C(C)C (diisopropyl ethylamine), BrC=1C=NN2C1N=C(C=C2Cl)C2=C(C=CC=C2)Cl (3-Bromo-7-chloro-5-(2-chlorophenyl)pyrazolo[1,5-a]pyrimidine). The solvent is O1CCOCC1 (1,4-dioxane). Reaction conditions: temperature 75 celsius. Yields the product C(C)(C)(C)OC(=O)N1CCC(CC1)CNC1=CC(=NC=2N1N=CC2Br)C2=C(C=CC=C2)Cl (4-{[3-bromo-5-(2-chlorophenyl)pyrazolo[1,5-a]pyrimidin-7-ylamino]methyl}piperidine-1-carboxylic acid tert-butyl ester). Isolated yield 101.2%. RXN SMILES: [Br:1][C:2]1[CH:3]=[N:4][N:5]2[C:10](Cl)=[CH:9][C:8]([C:12]3[CH:17]=[CH:16][CH:15]=[CH:14][C:13]=3[Cl:18])=[N:7][C:6]=12.[C:19]([O:23][C:24]([N:26]1[CH2:31][CH2:30][CH:29]([CH2:32][NH2:33])[CH2:28][CH2:27]1)=[O:25])([CH3:22])([CH3:21])[CH3:20].C(N(C(C)C)CC)(C)C>O1CCOCC1>[C:19]([O:23][C:24]([N:26]1[CH2:31][CH2:30][CH:29]([CH2:32][NH:33][C:10]2[N:5]3[N:4]=[CH:3][C:2]([Br:1])=[C:6]3[N:7]=[C:8]([C:12]3[CH:17]=[CH:16][CH:15]=[CH:14][C:13]=3[Cl:18])[CH:9]=2)[CH2:28][CH2:27]1)=[O:25])([CH3:22])([CH3:21])[CH3:20]. Procedure: 3-Bromo-7-chloro-5-(2-chlorophenyl)pyrazolo[1,5-a]pyrimidine (300 mg, 0.875 mmoles) (prepared as described in Preparative Example 129) was dissolved in anhydrous 1,4-dioxane (6.8 mL). 4-(aminomethyl)piperidine-1-carboxylic acid tert-butyl ester (225 mg, 1.05 mmoles) and diisopropyl ethylamine (0.3055 mL, 1.75 mmoles) were added and the mixture was heated at 75° C. for 24 h. The solution was evaporated to dryness and the residue was chromatographed on a silica gel column (15×5 cm) using dichlorom... The reactants are C(C)OC(=O)N1N=C(C2=C(C=CC=C12)C(F)(F)F)N (3-amino-4-trifluoromethylindazole-1-carboxylic acid ethyl ester). The solvent is C(C)OC(=O)OC(=O)OCC (pyrocarbonic acid diethyl ester). The product is NC1=NNC2=CC=CC(=C12)C(F)(F)F (3-amino-4-trifluoromethylindazole). As a reaction SMILES: C(OC([N:6]1[C:14]2[C:9](=[C:10]([C:15]([F:18])([F:17])[F:16])[CH:11]=[CH:12][CH:13]=2)[C:8]([NH2:19])=[N:7]1)=O)C>C(OC(OC(OCC)=O)=O)C>[NH2:19][C:8]1[C:9]2[C:14](=[CH:13][CH:12]=[CH:11][C:10]=2[C:15]([F:17])([F:16])[F:18])[NH:6][N:7]=1. Reported procedure: Analogously to Example 21, 0.06 mol of 3-amino-4-trifluoromethylindazole in 50 ml of pyrocarbonic acid diethyl ester gives 3-amino-4-trifluoromethylindazole-1-carboxylic acid ethyl ester (melting point: 185°-186° C; 68% of theory) in 2 hours at 75° C.